This data is from the Open Reaction Database (ORD), a public repository of structured organic reaction records. The task is: describe an organic reaction: reactants, conditions, products, and yield Reactants: C(C)(C)(C)C=1C=C(CN2C(O[C@H]3[C@@H](CS(C[C@H]23)(=O)=O)CC2=CC(=C(C(=C2)C[C@@H](C(F)(F)F)O)N=CN(C)C)F)=O)C=CC1 (N′-[4-[(3aR*,7S*,7aS*)-3-(3-tert-butyl-benzyl)-2,5,5-trioxo-octahydro-1-oxa-5lambda*6*-thia-3-aza-inden-7-ylmethyl]-2-fluoro-6-((S)-3,3,3-trifluoro-2-hydroxy-propyl)-phenyl]-N,N-dimethyl-formamidine). Reagents/catalysts: [Cl-].[Cl-].[Zn+2] (ZnCl2). Solvent: CCO (EtOH), CCOC(=O)C (EtOAc), C(=O)([O-])[O-].[K+].[K+] (K2CO3). The product is NC1=C(C=C(C[C@@H]2CS(C[C@@H]3N(C(O[C@@H]23)=O)CC2=CC(=CC=C2)C(C)(C)C)(=O)=O)C=C1C[C@@H](C(F)(F)F)O)F ((3aR*,7S*,7aS*)-7-[4-Amino-3-fluoro-5-((S)-3,3,3-trifluoro-2-hydroxy-propyl)-benzyl]-3-(3-tert-butyl-benzyl)-5,5-dioxo-hexahydro-1-oxa-5lambda*6*-thia-3-aza-inden-2-one). Reaction SMILES: [C:1]([C:5]1[CH:6]=[C:7]([CH:41]=[CH:42][CH:43]=1)[CH2:8][N:9]1[C@@H:17]2[C@H:12]([C@H:13]([CH2:20][C:21]3[CH:26]=[C:25]([CH2:27][C@H:28]([OH:33])[C:29]([F:32])([F:31])[F:30])[C:24]([N:34]=CN(C)C)=[C:23]([F:39])[CH:22]=3)[CH2:14][S:15](=[O:19])(=[O:18])[CH2:16]2)[O:11][C:10]1=[O:40])([CH3:4])([CH3:3])[CH3:2]>CCO.CCOC(C)=O.C([O-])([O-])=O.[K+].[K+].[Cl-].[Cl-].[Zn+2]>[NH2:34][C:24]1[C:25]([CH2:27][C@H:28]([OH:33])[C:29]([F:31])([F:32])[F:30])=[CH:26][C:21]([CH2:20][C@H:13]2[C@H:12]3[C@@H:17]([N:9]([CH2:8][C:7]4[CH:41]=[CH:42][CH:43]=[C:5]([C:1]([CH3:3])([CH3:2])[CH3:4])[CH:6]=4)[C:10](=[O:40])[O:11]3)[CH2:16][S:15](=[O:19])(=[O:18])[CH2:14]2)=[CH:22][C:23]=1[F:39] |f:3.4.5,6.7.8|. Reported procedure: To a solution of N′-[4-[(3aR*,7S*,7aS*)-3-(3-tert-butyl-benzyl)-2,5,5-trioxo-octahydro-1-oxa-5lambda*6*-thia-3-aza-inden-7-ylmethyl]-2-fluoro-6-((S)-3,3,3-trifluoro-2-hydroxy-propyl)-phenyl]-N,N-dimethyl-formamidine (0.11 g, 0.17 mmol) in anhydrous EtOH (3 mL) was added ZnCl2 (0.12 g, 0.86 mmol) and the reaction mixture was heated at reflux for 8 h. The reaction mixture was diluted with EtOAc and aq. K2CO3 solution. The product was extracted with EtOAc and the combined organic layers were washed... The reactants are O=C([O-])[O-], COCCOC, Clc1cc(Cl)ncn1, [Na+], [Na+], CC(=O)[O-], CC(=O)[O-], [Pd+2], c1ccc(P(c2ccccc2)c2ccccc2)cc1, OB(O)c1cccs1. The product is Clc1cc(-c2cccs2)ncn1. As a reaction SMILES: [C:36](=[O:37])([O-:38])[O-:39].[CH3:51][O:52][CH2:53][CH2:54][O:55][CH3:56].[Cl:1][c:2]1[n:3][cH:4][n:5][c:6]([Cl:8])[cH:7]1.[Na+:40].[Na+:41].[O-:43][C:44]([CH3:45])=[O:46].[O-:47][C:48]([CH3:49])=[O:50].[Pd+2:42].[c:17]1([P:18]([c:19]2[cH:20][cH:21][cH:22][cH:23][cH:24]2)[c:25]2[cH:26][cH:27][cH:28][cH:29][cH:30]2)[cH:31][cH:32][cH:33][cH:34][cH:35]1.[s:9]1[c:10]([B:14]([OH:15])[OH:16])[cH:11][cH:12][cH:13]1>>[Cl:1][c:2]1[n:3][cH:4][n:5][c:6](-[c:10]2[s:9][cH:13][cH:12][cH:11]2)[cH:7]1.